This data is from the Open Reaction Database (ORD), a public repository of structured organic reaction records. The task is: describe an organic reaction: reactants, conditions, products, and yield The reactants are FC=1C(=C2C(=NC1)N(C(=C2)I)S(=O)(=O)C2=CC=C(C)C=C2)C2=CN=C(S2)C2(CCC2)O (1-(5-(5-fluoro-2-iodo-1-tosyl-1H-pyrrolo[2,3-b]pyridin-4-yl)thiazol-2-yl)cyclobutanol), COC=1C=C2C(=CN(C2=CC1)C(=O)OC(C)(C)C)B1OC(C(O1)(C)C)(C)C (tert-butyl 5-methoxy-3-(4,4,5,5-tetramethyl-1,3,2-dioxaborolan-2-yl)-1H-indole-1-carboxylate), C([O-])(O)=O (bicarbonate). The reagents and catalysts are Cl[Pd]([P](C1=CC=CC=C1)(C2=CC=CC=C2)C3=CC=CC=C3)([P](C4=CC=CC=C4)(C5=CC=CC=C5)C6=CC=CC=C6)Cl (bis(triphenylphosphine)palladium dichloride). Run in CN(C=O)C (N,N-dimethylformamide). Reaction conditions: temperature 70 celsius. The product is FC=1C(=C2C(=NC1)N(C(=C2)C2=CN(C1=CC=C(C=C21)OC)C(=O)OC(C)(C)C)S(=O)(=O)C2=CC=C(C)C=C2)C2=CN=C(S2)C2(CCC2)O (tert-butyl 3-(5-fluoro-4-(2-(1-hydroxycyclobutyl)thiazol-5-yl)-1-tosyl-1H-pyrrolo[2,3-b]pyridin-2-yl)-5-methoxy-1H-indole-1-carboxylate). RXN SMILES: [F:1][C:2]1[C:3]([C:22]2[S:26][C:25]([C:27]3([OH:31])[CH2:30][CH2:29][CH2:28]3)=[N:24][CH:23]=2)=[C:4]2[CH:10]=[C:9](I)[N:8]([S:12]([C:15]3[CH:21]=[CH:20][C:18]([CH3:19])=[CH:17][CH:16]=3)(=[O:14])=[O:13])[C:5]2=[N:6][CH:7]=1.[CH3:32][O:33][C:34]1[CH:35]=[C:36]2[C:40](=[CH:41][CH:42]=1)[N:39]([C:43]([O:45][C:46]([CH3:49])([CH3:48])[CH3:47])=[O:44])[CH:38]=[C:37]2B1OC(C)(C)C(C)(C)O1.C(=O)(O)[O-]>CN(C)C=O.Cl[Pd](Cl)([P](C1C=CC=CC=1)(C1C=CC=CC=1)C1C=CC=CC=1)[P](C1C=CC=CC=1)(C1C=CC=CC=1)C1C=CC=CC=1>[F:1][C:2]1[C:3]([C:22]2[S:26][C:25]([C:27]3([OH:31])[CH2:30][CH2:29][CH2:28]3)=[N:24][CH:23]=2)=[C:4]2[CH:10]=[C:9]([C:37]3[C:36]4[C:40](=[CH:41][CH:42]=[C:34]([O:33][CH3:32])[CH:35]=4)[N:39]([C:43]([O:45][C:46]([CH3:49])([CH3:48])[CH3:47])=[O:44])[CH:38]=3)[N:8]([S:12]([C:15]3[CH:21]=[CH:20][C:18]([CH3:19])=[CH:17][CH:16]=3)(=[O:14])=[O:13])[C:5]2=[N:6][CH:7]=1 |^1:70,89|. Reported procedure: To a stirred ambient solution of 1-(5-(5-fluoro-2-iodo-1-tosyl-1H-pyrrolo[2,3-b]pyridin-4-yl)thiazol-2-yl)cyclobutanol (Example 59A) (200 mg, 0.351 mmol) and tert-butyl 5-methoxy-3-(4,4,5,5-tetramethyl-1,3,2-dioxaborolan-2-yl)-1H-indole-1-carboxylate (Example 93A) (262 mg, 0.702 mmol) in N,N-dimethylformamide (2.63 mL) was added saturated aqueous bicarbonate solution (880 μL) followed by bis(triphenylphosphine)palladium dichloride (17.26 mg, 0.025 mmol). The mixture was heated to 70° C. for 3 ho...